From a dataset of the Open Reaction Database (ORD), a public repository of structured organic reaction records. describe an organic reaction: reactants, conditions, products, and yield The reactants are COC=1C=CC=2C3=C(NC2C1)C1=CC=CC=C1C3 (7-methoxy-5,10-dihydroindeno[1,2-b]indole), [OH-].[Na+] (sodium hydroxide), IC (iodomethane). The reagents and catalysts are [I-].C(CCC)[N+](CCCC)(CCCC)CCCC (tetrabutylammonium iodide). Run in C1=CC=CC=C1 (benzene), C1=CC=CC=C1 (benzene), O (H2O). Reaction conditions: temperature 40 celsius, time 16 hour. Product: COC=1C=CC=2C3=C(N(C2C1)C)C1=CC=CC=C1C3 (7-methoxy-5-methyl-5,10-dihydroindeno[1,2-b]indole). Yield: 64.0%. RXN SMILES: [CH3:1][O:2][C:3]1[CH:4]=[CH:5][C:6]2[C:7]3[CH2:18][C:17]4[C:12](=[CH:13][CH:14]=[CH:15][CH:16]=4)[C:8]=3[NH:9][C:10]=2[CH:11]=1.[OH-].[Na+].I[CH3:22]>C1C=CC=CC=1.[I-].C([N+](CCCC)(CCCC)CCCC)CCC.O>[CH3:1][O:2][C:3]1[CH:4]=[CH:5][C:6]2[C:7]3[CH2:18][C:17]4[C:12](=[CH:13][CH:14]=[CH:15][CH:16]=4)[C:8]=3[N:9]([CH3:22])[C:10]=2[CH:11]=1 |f:1.2,5.6|. Procedure details: To a solution of 29a (60.1 mg, 0.26 mmol) in benzene (2 mL) was added aqueous sodium hydroxide (50% by mass, 540 μL), tetrabutylammonium iodide (50 mg, 0.14 mmol), and iodomethane (130 μL, 2.09 mmol). The reaction mixture was stirred vigorously at 40° C. for 16 hours and then at 55° C. for 2 additional hours. Upon cooling to room temperature, the mixture was diluted with benzene (10 mL) and H2O (10 mL), and the aqueous layer was extracted 2×10 mL ethyl acetate. Organic layers were combined, wash... Reactants: ClCCCl, CN1CCOCC1, CCOCC, O=CN(CC(CC1CCCC1)C(=O)O)OCc1ccccc1, CN(C)C12CC1CN(c1nc(Cl)nc(NN)c1F)C2, CN(C)C=O, On1nnc2cccnc21. Yields the product CN(C)C12CC1CN(c1nc(Cl)nc(NNC(=O)C(CC3CCCC3)CN(C=O)OCc3ccccc3)c1F)C2. As a reaction SMILES: [CH2:59]([Cl:60])[CH2:61][Cl:62].[CH3:42][N:43]1[CH2:44][CH2:45][O:46][CH2:47][CH2:48]1.[CH3:68][CH2:69][O:70][CH2:71][CH3:72].[CH:20]1([CH2:25][CH:26]([C:27](=[O:28])[OH:29])[CH2:30][N:31]([O:32][CH2:33][c:34]2[cH:35][cH:36][cH:37][cH:38][cH:39]2)[CH:40]=[O:41])[CH2:21][CH2:22][CH2:23][CH2:24]1.[Cl:1][c:2]1[n:3][c:4]([NH:18][NH2:19])[c:5]([F:17])[c:6]([N:8]2[CH2:9][C:10]3([N:14]([CH3:15])[CH3:16])[CH2:11][CH:12]3[CH2:13]2)[n:7]1.[O:63]=[CH:64][N:65]([CH3:66])[CH3:67].[OH:49][n:50]1[c:51]2[n:52][cH:53][cH:54][cH:55][c:56]2[n:57][n:58]1>>[Cl:1][c:2]1[n:3][c:4]([NH:18][NH:19][C:27]([CH:26]([CH2:25][CH:20]2[CH2:21][CH2:22][CH2:23][CH2:24]2)[CH2:30][N:31]([O:32][CH2:33][c:34]2[cH:35][cH:36][cH:37][cH:38][cH:39]2)[CH:40]=[O:41])=[O:28])[c:5]([F:17])[c:6]([N:8]2[CH2:9][C:10]3([N:14]([CH3:15])[CH3:16])[CH2:11][CH:12]3[CH2:13]2)[n:7]1. The reactants are C(C)NC\C=C/C1=C(C=CC(=C1)F)S(=O)(=O)NC1=CC=C2C3C(COC2=C1C(=O)OC)C3 (methyl (1aRS,7bSR)-5-[2((Z)-3-ethylaminoprop-1-enyl)-4-fluorobenzenesulfonylamino]-1,1a,2,7b-tetrahydrocyclopropa[c]chromene-4-carboxylate), C(C)NC\C=C/C1=C(C=CC(=C1)F)S(=O)(=O)NC1=CC=C2C3C(COC2=C1C(=O)OC)C3 (methyl (1aRS,7bSR)-5-[2((Z)-3-ethylaminoprop-1-enyl)-4-fluorobenzenesulfonylamino]-1,1a,2,7b-tetrahydrocyclopropa[c]chromene-4-carboxylate), O.[OH-].[Li+] (lithium hydroxide monohydrate). Run in O1CCOCC1 (dioxane), O (water). Run at temperature 120 celsius. Yields the product C(C)NC\C=C/C1=C(C=CC(=C1)F)S(=O)(=O)NC1=CC=C2C3C(COC2=C1C(=O)O)C3 ((1aRS,7bSR)-5-[2((Z)-3-ethylaminoprop-1-enyl)-4-fluorobenzene-sulfonylamino]-1,1a,2,7b-tetrahydrocyclopropa-[c]chromene-4-carboxylic acid). Yield: 33.2%. As a reaction SMILES: [CH2:1]([NH:3][CH2:4]/[CH:5]=[CH:6]\[C:7]1[CH:12]=[C:11]([F:13])[CH:10]=[CH:9][C:8]=1[S:14]([NH:17][C:18]1[C:27]([C:28]([O:30]C)=[O:29])=[C:26]2[C:21]([CH:22]3[CH2:32][CH:23]3[CH2:24][O:25]2)=[CH:20][CH:19]=1)(=[O:16])=[O:15])[CH3:2].O.[OH-].[Li+]>O1CCOCC1.O>[CH2:1]([NH:3][CH2:4]/[CH:5]=[CH:6]\[C:7]1[CH:12]=[C:11]([F:13])[CH:10]=[CH:9][C:8]=1[S:14]([NH:17][C:18]1[C:27]([C:28]([OH:30])=[O:29])=[C:26]2[C:21]([CH:22]3[CH2:32][CH:23]3[CH2:24][O:25]2)=[CH:20][CH:19]=1)(=[O:15])=[O:16])[CH3:2] |f:1.2.3|. Procedure details: A mixture of methyl (1aRS,7bSR)-5-[2((Z)-3-ethylaminoprop-1-enyl)-4-fluorobenzenesulfonylamino]-1,1a,2,7b-tetrahydrocyclopropa[c]chromene-4-carboxylate (Intermediate 63, 0.09 g) and lithium hydroxide monohydrate (0.047 g) in a mixture of dioxane (10 mL) and water (5 mL) was stirred and heated at 120° C. for 32 hours. After cooling, the mixture was concentrated under vacuum and the residue was acidified to pH4 with formic acid. The resultant solid was collected by filtration and washed with water... Reactants: CC(C)(C)OC(=O)Nc1ccc(O)c2ccccc12, O=C([O-])[O-], [Li]CCCC, C1CCOC1, CC(C)(C)OC(=O)OC(=O)OC(C)(C)C, CC#N, ClCCN1CCOCC1, Cl, Cl, [K+], [K+], Nc1ccc(O)c2ccccc12. Yields the product Cl, Nc1ccc(OCCN2CCOCC2)c2ccccc12. As a reaction SMILES: [C:34]([O:35][C:36]([NH:37][c:38]1[c:39]2[c:40]([cH:41][cH:42][cH:43][cH:44]2)[c:45]([OH:46])[cH:47][cH:48]1)=[O:49])([CH3:50])([CH3:51])[CH3:52].[C:63](=[O:64])([O-:65])[O-:66].[CH2:14]([Li:15])[CH2:16][CH2:17][CH3:18].[CH2:72]1[O:73][CH2:74][CH2:75][CH2:76]1.[CH3:19][C:20]([O:21][C:22]([O:23][C:24]([O:25][C:26]([CH3:27])([CH3:28])[CH3:29])=[O:30])=[O:31])([CH3:32])[CH3:33].[CH3:69][C:70]#[N:71].[Cl:54][CH2:55][CH2:56][N:57]1[CH2:58][CH2:59][O:60][CH2:61][CH2:62]1.[ClH:1].[ClH:53].[K+:67].[K+:68].[NH2:2][c:3]1[cH:4][cH:5][c:6]([OH:13])[c:7]2[cH:8][cH:9][cH:10][cH:11][c:12]12>>[ClH:54].[NH2:2][c:3]1[cH:4][cH:5][c:6]([O:13][CH2:55][CH2:56][N:57]2[CH2:58][CH2:59][O:60][CH2:61][CH2:62]2)[c:7]2[cH:8][cH:9][cH:10][cH:11][c:12]12. Starting materials: ClC1=C(C=C(C(=C1)C)OC)[N+](=O)[O-] (1-Chloro-4-methoxy-5-methyl-2-nitrobenzene), [Cu](C#N)C#N (copper cyanide). Run in n-methyl-pyrrolidone-2, C(C)(=O)OCC (ethyl acetate). Product: COC1=CC(=C(C#N)C=C1C)[N+](=O)[O-] (4-Methoxy-5-methyl-2-nitro-benzonitrile). Isolated yield 41.6%. Reaction SMILES: Cl[C:2]1[CH:7]=[C:6]([CH3:8])[C:5]([O:9][CH3:10])=[CH:4][C:3]=1[N+:11]([O-:13])=[O:12].[Cu](C#N)[C:15]#[N:16]>C(OCC)(=O)C>[CH3:10][O:9][C:5]1[C:6]([CH3:8])=[CH:7][C:2]([C:15]#[N:16])=[C:3]([N+:11]([O-:13])=[O:12])[CH:4]=1. Procedure: A mixture compound 108 (20 g, 100 mmol) and copper cyanide (11.25 g, 125 mmol) in n-methyl-pyrrolidone-2 (60 ml) was stirred for 20 h at 140-150° C. The mixture was diluted with ethyl acetate filtered and washed four times with water. The organic phase was dried with sodium sulphate and evaporated under reduced pressure. The residue was purified by column chromatography on silica gel eluted with hexane-ethyl acetate which gave the title compound (8 g, 41%). Reported procedure: A solution of N-benzoyl homophenylalanine (4.4 g, 1.66 mmole) in acetic anhydride (60 ml) was heated on the steam bath for 1/2 hr. The solvent was removed in vacuo, the resulting oil was dissolved in CS2 and then added to a suspension of AlCl3 (6.2 g, 4.6 mmoles) in CS2 (60 ml). This mixture was heated at reflux for 1 hr, the solvent was removed in vacuo and ice was added to the residue. The reaction mixture was extracted with ethyl acetate, the ethyl acetate layer was washed with brine, dried o... The solvent is C(C)(=O)OC(C)=O (acetic anhydride), C(=S)=S (CS2). The yield is 817.4%. The reactants are C(C1=CC=CC=C1)(=O)N[C@@H](CCC1=CC=CC=C1)C(=O)O (N-benzoyl homophenylalanine), [Al+3].[Cl-].[Cl-].[Cl-] (AlCl3). Product: C(C1=CC=CC=C1)(=O)NC1C(C2=CC=CC=C2CC1)=O (2-benzamido-3,4-dihydronaphthalen-1(2H)-one). As a reaction SMILES: [C:1]([NH:9][C@H:10]([C:19]([OH:21])=O)[CH2:11][CH2:12][C:13]1[CH:18]=[CH:17][CH:16]=[CH:15][CH:14]=1)(=[O:8])[C:2]1[CH:7]=[CH:6][CH:5]=[CH:4][CH:3]=1.[Al+3].[Cl-].[Cl-].[Cl-]>C(OC(=O)C)(=O)C.C(=S)=S>[C:1]([NH:9][CH:10]1[CH2:11][CH2:12][C:13]2[C:14](=[CH:15][CH:16]=[CH:17][CH:18]=2)[C:19]1=[O:21])(=[O:8])[C:2]1[CH:3]=[CH:4][CH:5]=[CH:6][CH:7]=1 |f:1.2.3.4|. Reactants: ClC1=CC=C(C=C1)N=C=O (4-chlorophenyl isocyanate), Cl.Cl.ClC1=CC=C(CN2CCN(CC2)CCCS)C=C1 (3-[4-(4-chlorobenzyl)piperazin-1-yl]propanethiol dihydrochloride), CCl (methyl chloride). The solvent is C(C)N(CC)CC (triethylamine). Yields the product O.Cl.Cl.ClC1=CC=C(C=C1)NC(O)=SCCCN1CCN(CC1)CC1=CC=C(C=C1)Cl (N-(4-chlorophenyl)-S-{3-[4-(4-chlorobenzyl)piperazin-1-yl]propyl}thiocarbamate dihydrochloride monohydrate). The yield is 42.4%. As a reaction SMILES: [Cl:1][C:2]1[CH:7]=[CH:6][C:5]([N:8]=[C:9]=[O:10])=[CH:4][CH:3]=1.Cl.Cl.[Cl:13][C:14]1[CH:30]=[CH:29][C:17]([CH2:18][N:19]2[CH2:24][CH2:23][N:22]([CH2:25][CH2:26][CH2:27][SH:28])[CH2:21][CH2:20]2)=[CH:16][CH:15]=1.CCl>C(N(CC)CC)C>[OH2:10].[ClH:1].[ClH:13].[Cl:1][C:2]1[CH:7]=[CH:6][C:5]([NH:8][C:9](=[SH:28][CH2:27][CH2:26][CH2:25][N:22]2[CH2:23][CH2:24][N:19]([CH2:18][C:17]3[CH:16]=[CH:15][C:14]([Cl:13])=[CH:30][CH:29]=3)[CH2:20][CH2:21]2)[OH:10])=[CH:4][CH:3]=1 |f:1.2.3,6.7.8.9|. Reported procedure: The procedure described in Example 2 was followed, using 1.5 g of 4-chlorophenyl isocyanate, 3.5 g of 3-[4-(4-chlorobenzyl)piperazin-1-yl]propanethiol dihydrochloride, 1.2 g of triethylamine and 50 ml of methyl chloride, to give 1.1 g (21% of theory) of N-(4-chlorophenyl)-S-{3-[4-(4-chlorobenzyl)piperazin-1-yl]propyl}thiocarbamate dihydrochloride monohydrate as an off-white crystalline solid, M.p. 243°-245° C. The reactants are CC(CN(C1=CC=CC=C1)C)(C)NCC1=C(C=CC(=C1CO)OCC1=CC=CC=C1)CO ([[[1,1-Dimethyl-2-(methylphenylamino)ethyl]amino]methyl]-4-phenylmethoxy-1,3-benzenedimethanol). Reagents/catalysts: [Pd] (palladium on charcoal). The solvent is C(C)O (ethanol). Product: CC(CN(C1=CC=CC=C1)C)(C)NCC1=C(C=CC(=C1CO)O)CO ([[[1,1-Dimethyl-2-(methylphenylamino)ethyl]amino]methyl]-4-hydroxy-1,3-benzenedimethanol). Reaction SMILES: [CH3:1][C:2]([NH:13][CH2:14][C:15]1[C:20]([CH2:21][OH:22])=[C:19]([O:23]CC2C=CC=CC=2)[CH:18]=[CH:17][C:16]=1[CH2:31][OH:32])([CH3:12])[CH2:3][N:4]([CH3:11])[C:5]1[CH:10]=[CH:9][CH:8]=[CH:7][CH:6]=1>C(O)C.[Pd]>[CH3:12][C:2]([NH:13][CH2:14][C:15]1[C:20]([CH2:21][OH:22])=[C:19]([OH:23])[CH:18]=[CH:17][C:16]=1[CH2:31][OH:32])([CH3:1])[CH2:3][N:4]([CH3:11])[C:5]1[CH:6]=[CH:7][CH:8]=[CH:9][CH:10]=1. Reported procedure: α1 -[[[1,1-Dimethyl-2-(methylphenylamino)ethyl]amino]methyl]-4-phenylmethoxy-1,3-benzenedimethanol (1.3 g) in ethanol (60 ml) was hydrogenated over 10% palladium on charcoal (250 mg). The catalyst was filtered off and the filtrate was evaporated to an oil which foamed under high vacuum. The product crystallised as a white microcrystalline powder from dry ether (630 mg) m.p. 131°-133°.